Task: describe an organic reaction: reactants, conditions, products, and yield. Dataset: the Open Reaction Database (ORD), a public repository of structured organic reaction records The reactants are C1CCOC1, CO, COc1cc(C)ccc1[N+](=O)[O-]. Product: COc1cc(C)ccc1N. As a reaction SMILES: [CH2:15]1[O:16][CH2:17][CH2:18][CH2:19]1.[CH3:13][OH:14].[CH3:1][c:2]1[cH:3][cH:4][c:5]([N+:10]([O-:11])=[O:12])[c:6]([O:8][CH3:9])[cH:7]1>>[CH3:1][c:2]1[cH:3][cH:4][c:5]([NH2:10])[c:6]([O:8][CH3:9])[cH:7]1. The reactants are BrC=1C=C(OC1)C1=CC(=C(C(N1CC1=C(C=C(C=C1)F)F)=O)C#N)C(F)(F)F (6-(4-Bromo-furan-2-yl)-1-(2,4-difluoro-benzyl)-2-oxo-4-trifluoromethyl-1,2-dihydro-pyridine-3-carbonitrile), C(C)OC1=NC=C(C=C1C(F)(F)F)B1OC(C(O1)(C)C)(C)C (2-ethoxy-5-(4,4,5,5-tetramethyl-[1,3,2]dioxaborolan-2-yl)-3-trifluoromethyl-pyridine), C(C)OC1=NC=C(C=C1C(F)(F)F)B(O)O (2-ethoxy-3-trifluoromethylpyridine-5-boronic acid), C([O-])([O-])=O.[K+].[K+] (potassium carbonate). The reagents and catalysts are C=1C=CC(=CC1)[P](C=2C=CC=CC2)(C=3C=CC=CC3)[Pd]([P](C=4C=CC=CC4)(C=5C=CC=CC5)C=6C=CC=CC6)([P](C=7C=CC=CC7)(C=8C=CC=CC8)C=9C=CC=CC9)[P](C=1C=CC=CC1)(C=1C=CC=CC1)C=1C=CC=CC1 (tetrakis(triphenylphosphine)palladium). The solvent is COCCOC.O (DME H2O). Conditions: temperature 80 celsius. The product is FC1=C(CN2C(C(=C(C=C2C=2OC=C(C2)C=2C=NC(=C(C2)C(F)(F)F)OCC)C(F)(F)F)C#N)=O)C=CC(=C1)F (1-(2,4-difluoro-benzyl)-6-[4-(6-ethoxy-5-trifluoromethyl-pyridin-3-yl)-furan-2-yl]-2-oxo-4-trifluoromethyl-1,2-dihydro-pyridine-3-carbonitrile). Yield: 23.2%. As a reaction SMILES: Br[C:2]1[CH:3]=[C:4]([C:7]2[N:12]([CH2:13][C:14]3[CH:19]=[CH:18][C:17]([F:20])=[CH:16][C:15]=3[F:21])[C:11](=[O:22])[C:10]([C:23]#[N:24])=[C:9]([C:25]([F:28])([F:27])[F:26])[CH:8]=2)[O:5][CH:6]=1.[CH2:29]([O:31][C:32]1[C:37]([C:38]([F:41])([F:40])[F:39])=[CH:36][C:35](B2OC(C)(C)C(C)(C)O2)=[CH:34][N:33]=1)[CH3:30].C(OC1C(C(F)(F)F)=CC(B(O)O)=CN=1)C.C(=O)([O-])[O-].[K+].[K+]>C1C=CC([P]([Pd]([P](C2C=CC=CC=2)(C2C=CC=CC=2)C2C=CC=CC=2)([P](C2C=CC=CC=2)(C2C=CC=CC=2)C2C=CC=CC=2)[P](C2C=CC=CC=2)(C2C=CC=CC=2)C2C=CC=CC=2)(C2C=CC=CC=2)C2C=CC=CC=2)=CC=1.COCCOC.O>[F:21][C:15]1[CH:16]=[C:17]([F:20])[CH:18]=[CH:19][C:14]=1[CH2:13][N:12]1[C:7]([C:4]2[O:5][CH:6]=[C:2]([C:35]3[CH:34]=[N:33][C:32]([O:31][CH2:29][CH3:30])=[C:37]([C:38]([F:41])([F:40])[F:39])[CH:36]=3)[CH:3]=2)=[CH:8][C:9]([C:25]([F:28])([F:27])[F:26])=[C:10]([C:23]#[N:24])[C:11]1=[O:22] |f:3.4.5,7.8,^1:76,78,97,116|. Reported procedure: 6-(4-Bromo-furan-2-yl)-1-(2,4-difluoro-benzyl)-2-oxo-4-trifluoromethyl-1,2-dihydro-pyridine-3-carbonitrile (98 mg, 0.22 mmol), 2-ethoxy-5-(4,4,5,5-tetramethyl-[1,3,2]dioxaborolan-2-yl)-3-trifluoromethyl-pyridine (125 mg, 0.54 mmol) (or corresponding 2-ethoxy-3-trifluoromethylpyridine-5-boronic acid), potassium carbonate (149 mg, 1.08 mmol), and tetrakis(triphenylphosphine)palladium (0) (25 mg, 0.1 mmol) were mixed with 2.5 ml 9:1 DME/H2O (v/v), then heated at 80° C. overnight. All solvent was re... Reactants: C(CC)OC(=O)C1=CC=2N(N=C(C2O1)NC(C1=C(C=CC=C1)[N+](=O)[O-])=O)C(=O)OCC (3-(2-Nitro-benzoylamino)-furo[3,2-c]pyrazole-1,5-dicarboxylic acid 1-ethyl ester 5-propyl ester), [OH-].[Na+] (NaOH). The solvent is CO (methanol). Yields the product NC1=C(C(=O)NC2=C3C(=NN2)C=C(O3)C(=O)O)C=CC=C1 (3-(2-Amino-benzoylamino)-furo[3,2-c]pyrazole-5-carboxylic acid). The yield is 129.0%. Reaction SMILES: C([O:4][C:5]([C:7]1[O:14][C:13]2[C:12]([NH:15][C:16](=[O:26])[C:17]3[CH:22]=[CH:21][CH:20]=[CH:19][C:18]=3[N+:23]([O-])=O)=[N:11][N:10](C(OCC)=O)[C:9]=2[CH:8]=1)=[O:6])CC.[OH-].[Na+]>CO>[NH2:23][C:18]1[CH:19]=[CH:20][CH:21]=[CH:22][C:17]=1[C:16]([NH:15][C:12]1[NH:11][N:10]=[C:9]2[CH:8]=[C:7]([C:5]([OH:6])=[O:4])[O:14][C:13]=12)=[O:26] |f:1.2|. Procedure details: To a solution of 3-(2-Nitro-benzoylamino)-furo[3,2-c]pyrazole-1,5-dicarboxylic acid 1-ethyl ester 5-propyl ester (7.6 g, 0.0176 mol) in methanol (100 mL), NaOH 2N (44.1 mL, 0.0882 mmol) was added. The mixture was gently refluxed for 8 hours, then the solvent was evaporated under vacuum, and the residual aqueous solution was diluted with water and ice. Hydrochloric acid (12 N) was added until pH 2. The yellowish solid that precipitated was collected, washed with water and dried under vacuum at 60... Starting materials: CN1C=NC(=C1C(=O)OC)C(=O)OC (dimethyl 1-methyl-1H-imidazole-4,5-dicarboxylate), ClN1C(=O)N(C(=O)C1(C)C)Cl (1,3-dichloro-5,5-dimethylhydantoin), C([O-])(O)=O.[Na+] (sodium bicarbonate), C(C)(=O)OCC.CCCCCCC (ethyl acetate heptane). The solvent is CN(C)C=O (DMF). Run at temperature 80 celsius, time 2 hour. The product is ClC=1N(C(=C(N1)C(=O)OC)C(=O)OC)C (Dimethyl 2-chloro-1-methyl-1H-imidazole-4,5-dicarboxylate). Isolated yield 73.6%. RXN SMILES: [CH3:1][N:2]1[C:6]([C:7]([O:9][CH3:10])=[O:8])=[C:5]([C:11]([O:13][CH3:14])=[O:12])[N:4]=[CH:3]1.[Cl:15]N1C(C)(C)C(=O)N(Cl)C1=O.C(=O)(O)[O-].[Na+].C(OCC)(=O)C.CCCCCCC>CN(C=O)C>[Cl:15][C:3]1[N:2]([CH3:1])[C:6]([C:7]([O:9][CH3:10])=[O:8])=[C:5]([C:11]([O:13][CH3:14])=[O:12])[N:4]=1 |f:2.3,4.5|. Reported procedure: To a colorless solution of dimethyl 1-methyl-1H-imidazole-4,5-dicarboxylate (500 mg, 2.42 mmol, Eq: 1.00) in DMF (5.00 mL) was added under a nitrogen atmosphere 1,3-dichloro-5,5-dimethylhydantoin (487 mg, 2.42 mmol, Eq: 1.00). The reaction mixture was heated to 80° C. and stirred for 2 h, cooled down to ambient temperature, poured into saturated sodium bicarbonate solution (5 mL) and extracted with ethyl acetate (2×10 mL). The organic layers were washed with brine (5 mL), dried over MgSO4 and co...